This data is from the Open Reaction Database (ORD), a public repository of structured organic reaction records. The task is: describe an organic reaction: reactants, conditions, products, and yield Starting materials: BrCCCCCC(=O)OC (methyl 6-bromohexanoate), N(C(=O)C)C1=CC=C(O)C=C1 (paracetamol), C(=O)([O-])[O-].[K+].[K+] (K2CO3), [I-].[Na+] (sodium iodide). Solvent: CC(=O)C (acetone). Product: COC(CCCCCOC1=CC=C(C=C1)NC(C)=O)=O (6-(4-Acetylaminophenoxy)-hexanoic acid methyl ester). Isolated yield 42206.5%. As a reaction SMILES: [NH:1]([C:5]1[CH:11]=[CH:10][C:8]([OH:9])=[CH:7][CH:6]=1)[C:2]([CH3:4])=[O:3].C([O-])([O-])=O.[K+].[K+].[I-].[Na+].Br[CH2:21][CH2:22][CH2:23][CH2:24][CH2:25][C:26]([O:28][CH3:29])=[O:27]>CC(C)=O>[CH3:29][O:28][C:26](=[O:27])[CH2:25][CH2:24][CH2:23][CH2:22][CH2:21][O:9][C:8]1[CH:10]=[CH:11][C:5]([NH:1][C:2](=[O:3])[CH3:4])=[CH:6][CH:7]=1 |f:1.2.3,4.5|. Reported procedure: To a mixture of paracetamol (250 gm, 1.654 mmol), anhydrous K2CO3 (800 gm, 5.789 mmol) and sodium iodide (17 g, 113 mmol) in anhydrous acetone (5 L) was added methyl 6-bromohexanoate (470 g, 2.25 mmol) and refluxed for 60 hours. Acetone was distilled off and water (3 L) was added. Crude 15 was filtered, dried and recrystallised from a mixture of chloroform:hexane (1:5) to give pure 15 (195 g, 66%) as a white powder with an m.p between 96.4-98.8° C.